This data is from the Open Reaction Database (ORD), a public repository of structured organic reaction records. The task is: describe an organic reaction: reactants, conditions, products, and yield The reactants are IC1=NC=NC(=C1)I (4,6-diiodo-pyrimidine), NC1=CC=C2C=CC=NC2=C1 (7-aminoquinoline), C(=O)([O-])[O-].[K+].[K+] (K2CO3). The solvent is CN(C)C=O (DMF). Yields the product IC1=CC(=NC=N1)NC1=CC=C2C=CC=NC2=C1 ((6-Iodo-pyrimidin-4-yl)-quinolin-7-yl-amine). Reaction SMILES: I[C:2]1[CH:7]=[C:6]([I:8])[N:5]=[CH:4][N:3]=1.[NH2:9][C:10]1[CH:19]=[C:18]2[C:13]([CH:14]=[CH:15][CH:16]=[N:17]2)=[CH:12][CH:11]=1.C([O-])([O-])=O.[K+].[K+]>CN(C=O)C>[I:8][C:6]1[N:5]=[CH:4][N:3]=[C:2]([NH:9][C:10]2[CH:19]=[C:18]3[C:13]([CH:14]=[CH:15][CH:16]=[N:17]3)=[CH:12][CH:11]=2)[CH:7]=1 |f:2.3.4|. Procedure: This compound could be prepared from 4,6-diiodo-pyrimidine and 7-aminoquinoline in the presence of K2CO3 and DMF. Starting materials: C(C)(C)(C)OC(N[C@H](CC)C1=C(C(=C(C=C1)Cl)C(=O)C=1C=NC(=CC1)Cl)F)=O ({(R)-1-[4-Chloro-3-(6-chloro-pyridine-3-carbonyl)-2-fluoro-phenyl]-propyl}-carbamic acid tert-butyl ester), N (NH3). The solvent is CO (MeOH). The product is C(C)(C)(C)OC(N[C@H](CC)C1=C(C(=C(C=C1)Cl)C(=O)C=1C=NC(=CC1)N)F)=O ({(R)-1-[3-(6-amino-pyridine-3-carbonyl)-4-chloro-2-fluoro-phenyl]-propyl}-carbamic acid tert-butyl ester). The yield is 51.0%. Reaction SMILES: [C:1]([O:5][C:6](=[O:28])[NH:7][C@@H:8]([C:11]1[CH:16]=[CH:15][C:14]([Cl:17])=[C:13]([C:18]([C:20]2[CH:21]=[N:22][C:23](Cl)=[CH:24][CH:25]=2)=[O:19])[C:12]=1[F:27])[CH2:9][CH3:10])([CH3:4])([CH3:3])[CH3:2].[NH3:29]>CO>[C:1]([O:5][C:6](=[O:28])[NH:7][C@@H:8]([C:11]1[CH:16]=[CH:15][C:14]([Cl:17])=[C:13]([C:18]([C:20]2[CH:21]=[N:22][C:23]([NH2:29])=[CH:24][CH:25]=2)=[O:19])[C:12]=1[F:27])[CH2:9][CH3:10])([CH3:4])([CH3:3])[CH3:2]. Procedure: Step 2 {(R)-1-[4-Chloro-3-(6-chloro-pyridine-3-carbonyl)-2-fluoro-phenyl]-propyl}-carbamic acid tert-butyl ester (6.4 g, 15 mmol) was suspended in 7M NH3 in MeOH (32 mL) and split over 4 Reacti-vials and all heated at 100 degC overnight. The mixture was then evaporated down and purified by silica column, eluting 20-100% EtOAc in petroleum ether to give {(R)-1-[3-(6-amino-pyridine-3-carbonyl)-4-chloro-2-fluoro-phenyl]-propyl}-carbamic acid tert-butyl ester (3.1 g, 7.6 mmol, 51%). [MH]+ 408 Reactants: OC(C)C=1OC(=CN1)CN1N=CC(=N1)NC(=O)C=1N=C(OC1C1=CC(=CC=C1)F)C (5-(3-fluoro-phenyl)-2-methyl-oxazole-4-carboxylic acid {2-[2-(1-hydroxy-ethyl)-oxazol-5-ylmethyl]-2H-[1,2,3]triazol-4-yl}-amide), N#N (N2). The reagents and catalysts are O=[Mn]=O (MnO2). Solvent: C(=O)(C)C#N (AcCN). Run at time 8 hour. Product: C(C)(=O)C=1OC(=CN1)CN1N=CC(=N1)NC(=O)C=1N=C(OC1C1=CC(=CC=C1)F)C (5-(3-Fluoro-phenyl)-2-methyl-oxazole-4-carboxylic acid [2-(2-acetyl-oxazol-5-ylmethyl)-2H-[1,2,3]triazol-4-yl]-amide). RXN SMILES: N#N.[OH:3][CH:4]([C:6]1[O:7][C:8]([CH2:11][N:12]2[N:16]=[C:15]([NH:17][C:18]([C:20]3[N:21]=[C:22]([CH3:32])[O:23][C:24]=3[C:25]3[CH:30]=[CH:29][CH:28]=[C:27]([F:31])[CH:26]=3)=[O:19])[CH:14]=[N:13]2)=[CH:9][N:10]=1)[CH3:5]>C(C#N)(C)=O.O=[Mn]=O>[C:4]([C:6]1[O:7][C:8]([CH2:11][N:12]2[N:16]=[C:15]([NH:17][C:18]([C:20]3[N:21]=[C:22]([CH3:32])[O:23][C:24]=3[C:25]3[CH:30]=[CH:29][CH:28]=[C:27]([F:31])[CH:26]=3)=[O:19])[CH:14]=[N:13]2)=[CH:9][N:10]=1)(=[O:3])[CH3:5]. Procedure details: In a flame dried round-bottomed flask equipped with a magnetic stir bar and under inert atmosphere (N2), a solution of 5-(3-fluoro-phenyl)-2-methyl-oxazole-4-carboxylic acid {2-[2-(1-hydroxy-ethyl)-oxazol-5-ylmethyl]-2H-[1,2,3]triazol-4-yl}-amide (49 mg, 0.12 mmol) in AcCN (2.0 mL) was treated at rt with MnO2 (86 mg, 0.89 mmol) and the reaction mixture was stirred at rt overnight before being filtered through Celite. The solvent was removed under reduced pressure and the residue was dissolved in... The reactants are CN(C)S(=O)(=O)C[Li] ((N,N-dimethylaminosulfonylmethyl)lithium), C(CCC)[Sn](CCCC)(CCCC)Cl (tri-n-butyltin chloride), [Cl-].[NH4+] (ammonium chloride). Run in CCCCCC.C1CCOC1 (hexane THF), C1CCOC1 (THF). Conditions: temperature 20 celsius, time 2 hour. The product is desired compound, CN(C)S(=O)(=O)C[Sn](CCCC)(CCCC)CCCC ((N,N-dimethylaminosulfonylmethyl)tributyltin). As a reaction SMILES: [CH3:1][N:2]([S:4]([CH2:7][Li])(=[O:6])=[O:5])[CH3:3].[CH2:9]([Sn:13](Cl)([CH2:18][CH2:19][CH2:20][CH3:21])[CH2:14][CH2:15][CH2:16][CH3:17])[CH2:10][CH2:11][CH3:12].[Cl-].[NH4+]>CCCCCC.C1COCC1.C1COCC1>[CH3:1][N:2]([S:4]([CH2:7][Sn:13]([CH2:14][CH2:15][CH2:16][CH3:17])([CH2:18][CH2:19][CH2:20][CH3:21])[CH2:9][CH2:10][CH2:11][CH3:12])(=[O:6])=[O:5])[CH3:3] |f:2.3,4.5|. Procedure: Employing the apparatus and procedure of Example I, 100 ml. of an approximately one-molar solution of (N,N-dimethylaminosulfonylmethyl)lithium in hexane-THF solvent was added slowly over a period of 30 minutes to 0.1 mole of tri-n-butyltin chloride dissolved in THF. The temperature at addition was -60° C provided by a dry ice-acetone bath and rose through the addition period to 0° C. Following the complete addition, the reaction mixture was stirred for 2 hours at room temperature (20° C) and hyd... Starting materials: CC(C)(C)[Si](C)(C)Oc1ccc(-c2ccc3c([N+](=O)[O-])c(O)ccc3c2)cc1, CCCC[N+](CCCC)(CCCC)CCCC, C1CCOC1, [F-], O. Yields the product O=[N+]([O-])c1c(O)ccc2cc(-c3ccc(O)cc3)ccc12. Reaction SMILES: [C:1]([Si:2]([CH3:3])([CH3:4])[O:6][c:7]1[cH:8][cH:9][c:10](-[c:13]2[cH:14][c:15]3[cH:16][cH:17][c:18]([OH:26])[c:19]([N+:23](=[O:24])[O-:25])[c:20]3[cH:21][cH:22]2)[cH:11][cH:12]1)([CH3:5])([CH3:27])[CH3:28].[CH2:30]([N+:31]([CH2:32][CH2:33][CH2:34][CH3:35])([CH2:36][CH2:37][CH2:38][CH3:39])[CH2:40][CH2:41][CH2:42][CH3:43])[CH2:44][CH2:45][CH3:46].[CH2:47]1[O:48][CH2:49][CH2:50][CH2:51]1.[F-:29].[OH2:52]>>[OH:6][c:7]1[cH:8][cH:9][c:10](-[c:13]2[cH:14][c:15]3[cH:16][cH:17][c:18]([OH:26])[c:19]([N+:23](=[O:24])[O-:25])[c:20]3[cH:21][cH:22]2)[cH:11][cH:12]1.